From a dataset of the Open Reaction Database (ORD), a public repository of structured organic reaction records. describe an organic reaction: reactants, conditions, products, and yield Procedure details: A mixture of methanesulfonic acid 2-(6-bromo-3-fluoro-pyridin-2-yl)-2-hydroxy-propyl ester (5 g, 15.24 mmol), ammonium chloride (4.08 g, 76 mmol) and sodium azide (2.476 g, 38.1 mmol) in ethanol (100 ml) was stirred at 80° C. for 20 hours. The reaction mixture was diluted with ethyl acetate and washed with water and brine. The organic layer was dried over sodium sulfate, filtered and evaporated. 3.1 g (74% yield). TLC (cyclohexane/ethyl acetate 9:1) Rf=0.35; LCMS RtH5=0.97 min. (ES+ 275, 277); 1... Run at temperature 80 celsius, time 20 hour. Yield: 74.0%. RXN SMILES: [Br:1][C:2]1[N:7]=[C:6]([C:8]([OH:16])([CH3:15])[CH2:9]OS(C)(=O)=O)[C:5]([F:17])=[CH:4][CH:3]=1.[Cl-].[NH4+].[N-:20]=[N+:21]=[N-:22].[Na+]>C(O)C.C(OCC)(=O)C>[N:20]([CH2:9][C:8]([C:6]1[C:5]([F:17])=[CH:4][CH:3]=[C:2]([Br:1])[N:7]=1)([OH:16])[CH3:15])=[N+:21]=[N-:22] |f:1.2,3.4|. The product is N(=[N+]=[N-])CC(C)(O)C1=NC(=CC=C1F)Br (1-Azido-2-(6-bromo-3-fluoro-pyridin-2-yl)-propan-2-ol). Solvent: C(C)O (ethanol), C(C)(=O)OCC (ethyl acetate). Starting materials: BrC1=CC=C(C(=N1)C(COS(=O)(=O)C)(C)O)F (methanesulfonic acid 2-(6-bromo-3-fluoro-pyridin-2-yl)-2-hydroxy-propyl ester), [Cl-].[NH4+] (ammonium chloride), [N-]=[N+]=[N-].[Na+] (sodium azide). Reactants: C(C1=CC=CC=C1)OCCSC(C(CN1N=CN=C1)(O)C1=C(C=C(C=C1)F)F)(F)F (1-(2-benzyloxyethyl)thio-2-(2,4-difluorophenyl)-1,1-difluoro-3-(1H-1,2,4-triazol-1-yl)propan-2-ol), O (water), [H][H] (hydrogen). Reagents/catalysts: [Pd] (palladium black). The solvent is C(C)O (ethanol). The product is FC1=C(C=CC(=C1)F)C(C(SCCO)(F)F)(CN1N=CN=C1)O (2-(2,4-difluorphenyl)-1,1-difluoro-1-(2-hydroxyethyl)thio-3-(1H-1,2,4-triazol-1-yl)propan-2-ol). Isolated yield 59.5%. RXN SMILES: C([O:8][CH2:9][CH2:10][S:11][C:12]([F:30])([F:29])[C:13]([C:21]1[CH:26]=[CH:25][C:24]([F:27])=[CH:23][C:22]=1[F:28])([OH:20])[CH2:14][N:15]1[CH:19]=[N:18][CH:17]=[N:16]1)C1C=CC=CC=1.[H][H].O>C(O)C.[Pd]>[F:28][C:22]1[CH:23]=[C:24]([F:27])[CH:25]=[CH:26][C:21]=1[C:13]([OH:20])([CH2:14][N:15]1[CH:19]=[N:18][CH:17]=[N:16]1)[C:12]([F:30])([F:29])[S:11][CH2:10][CH2:9][OH:8]. Procedure: To a solution of 1-(2-benzyloxyethyl)thio-2-(2,4-difluorophenyl)-1,1-difluoro-3-(1H-1,2,4-triazol-1-yl)propan-2-ol (1.0 g, 2.2 mmol) in ethanol (20 ml), palladium black (20 mg, catalytic) was added, followed by stirring at room temperature and 1 atmospheric pressure in a hydrogen gas for 12 hours. After the completion of the reaction, an insoluble matter was filtered off. The solvent was then distilled off under reduced pressure. To the residue so obtained, water was added, followed by extractio... Starting materials: NCCNC(=O)COC1=CC=C(C=C1)C=1C(CC(NN1)=O)C (6-[4-[2-aminoethylcarbamoylmethoxy]phenyl]-5-methyl-4,5-dihydro-3(2H)-pyridazinone), O1CCN(CC1)C1=C(OC[C@@H]2CO2)C=CC=C1 ((2S)-3-(2-morpholinophenoxy)-1,2-epoxypropane). The solvent is CO (CH3OH). Product: [NH4+].[OH-] (NH4OH), CC1CC(NN=C1)=O (5-methyl-4,5-dihydro-3(2H)pyridazinone). RXN SMILES: [NH2:1]CCNC(COC1C=CC([C:15]2[CH:16]([CH3:22])[CH2:17][C:18](=[O:21])[NH:19][N:20]=2)=CC=1)=[O:6].O1CCN(C2C=CC=CC=2OC[C@H]2OC2)CC1>CO>[NH4+:1].[OH-:6].[CH3:22][CH:16]1[CH:15]=[N:20][NH:19][C:18](=[O:21])[CH2:17]1 |f:3.4|. Procedure details: A solution of 304 mg (1.00 mmol) of 6-[4-[2-aminoethylcarbamoylmethoxy]phenyl]-5-methyl-4,5-dihydro-3(2H)-pyridazinone, prepared as in Example 1, and 176 mg (0.75 mmol) of (2S)-3-(2-morpholinophenoxy)-1,2-epoxypropane in 5 ml of CH3OH is heated at reflux under N2 for 5 hrs. The solvent was removed under vacuum and the residue flash chromatographed on silica gel using 250 ml of 95:5 CHCl3 :CH3OH, then 250 ml of 90:10:1 CHCl3 :CH3OH:NH4OH and finally 250 ml of 90:10:2 CHCl3 :CH3OH:NH4OH to give 22... Starting materials: ClC=1C(=CC=2C(=NC=3N(C=C(C(C3C2)=O)C(=O)O)C2CC2)C1)F (8-chloro-1-cyclopropyl-7-fluoro-4-oxo-1,4-dihydro-benzo[b][1,8]naphthyridine-3-carboxylic acid), CN1CCNCC1 (1-methylpiperazine). Solvent: N1=CC=CC=C1 (pyridine). Yields the product C1(CC1)N1C=C(C(C=2C=C3C(=NC12)C=C(C(=C3)F)N3CCN(CC3)C)=O)C(=O)O (1-cyclopropyl-7-fluoro-8-(4-methyl-1-piperazinyl)-4-oxo-1,4-dihydro-benzo[b][1,8]naphthyridine-3-carboxylic acid). The yield is 52.9%. Reaction SMILES: Cl[C:2]1[C:3]([F:23])=[CH:4][C:5]2[C:6]([CH:22]=1)=[N:7][C:8]1[N:9]([CH:19]3[CH2:21][CH2:20]3)[CH:10]=[C:11]([C:16]([OH:18])=[O:17])[C:12](=[O:15])[C:13]=1[CH:14]=2.[CH3:24][N:25]1[CH2:30][CH2:29][NH:28][CH2:27][CH2:26]1>N1C=CC=CC=1>[CH:19]1([N:9]2[C:8]3[N:7]=[C:6]4[CH:22]=[C:2]([N:28]5[CH2:29][CH2:30][N:25]([CH3:24])[CH2:26][CH2:27]5)[C:3]([F:23])=[CH:4][C:5]4=[CH:14][C:13]=3[C:12](=[O:15])[C:11]([C:16]([OH:18])=[O:17])=[CH:10]2)[CH2:21][CH2:20]1. Procedure: 1-Cyclopropyl-7-fluoro-8-(4-methyl-1-piperazinyl)-4-oxo-1,4-dihydro-benzo[b][1,8]naphthyridine-3-carboxylic acid is prepared under the conditions of Reference Example 5 but starting from 1 g of 8-chloro-1-cyclopropyl-7-fluoro-4-oxo-1,4-dihydro-benzo[b][1,8]naphthyridine-3-carboxylic acid and 3 g of 1-methylpiperazine in 10 cm3 of pyridine. After recrystallizing from 10 cm3 of dimethylformamide, 0.63 g of 1-cyclopropyl-7-fluoro-8-(4-methyl-1-piperazinyl)-4-oxo-1,4-dihydro-benzo[b][1,8]naphthyridi...